This data is from the Open Reaction Database (ORD), a public repository of structured organic reaction records. The task is: describe an organic reaction: reactants, conditions, products, and yield The reactants are COC1=C(C=CC=C1)SCCCN(C(NC=1SC(=CN1)SC(C(=O)O)(C)C)=O)[C@@H]1CC[C@H](CC1)C (2-{2-[3-[3-(2-methoxy-phenylsulfanyl)-propyl]-3-(trans-4-methyl-cyclohexyl)-ureido]-thiazol-5-ylsulfanyl}-2-methyl-propionic acid), C(C)OC(C(C)(C)SC1=CN=C(S1)N)=O (2-(2-amino-thiazol-5-ylsulfanyl)-2-methyl-propionic acid ethyl ester), ClC1=C(C=CC=C1)S (2-chloro-thiophenol). The product is ClC1=C(C=CC=C1)SCCCN(C(NC=1SC(=CN1)SC(C(=O)O)(C)C)=O)[C@@H]1CC[C@H](CC1)C (2-{2-[3-[3-(2-Chloro-phenylsulfanyl)-propyl]-3-(trans-4-methyl-cyclohexyl)-ureido]-thiazol-5-ylsulfanyl}-2-methyl-propionic acid). RXN SMILES: CO[C:3]1[CH:8]=[CH:7][CH:6]=[CH:5][C:4]=1[S:9][CH2:10][CH2:11][CH2:12][N:13]([C@H:29]1[CH2:34][CH2:33][C@H:32]([CH3:35])[CH2:31][CH2:30]1)[C:14](=[O:28])[NH:15][C:16]1[S:17][C:18]([S:21][C:22]([CH3:27])([CH3:26])[C:23]([OH:25])=[O:24])=[CH:19][N:20]=1.C(OC(=O)C(SC1SC(N)=NC=1)(C)C)C.[Cl:51]C1C=CC=CC=1S>>[Cl:51][C:3]1[CH:8]=[CH:7][CH:6]=[CH:5][C:4]=1[S:9][CH2:10][CH2:11][CH2:12][N:13]([C@H:29]1[CH2:34][CH2:33][C@H:32]([CH3:35])[CH2:31][CH2:30]1)[C:14](=[O:28])[NH:15][C:16]1[S:17][C:18]([S:21][C:22]([CH3:27])([CH3:26])[C:23]([OH:25])=[O:24])=[CH:19][N:20]=1. Reported procedure: The compound was prepared following an analogous procedure to the one described for the synthesis 2-{2-[3-[3-(2-methoxy-phenylsulfanyl)-propyl]-3-(trans-4-methyl-cyclohexyl)-ureido]-thiazol-5-ylsulfanyl}-2-methyl-propionic acid using 2-(2-amino-thiazol-5-ylsulfanyl)-2-methyl-propionic acid ethyl ester and 2-chloro-thiophenol. Reactants: O (water), C(=O)C=1C=C(C(=O)OC)C=CC1 (methyl 3-formylbenzoate), C([O-])([O-])=O.[K+].[K+] (potassium carbonate), C(C)OP(OCC)(=O)CC#N (diethyl(cyanomethyl)phosphonate), O (water). Run in O1CCCC1 (tetrahydrofuran). Reaction conditions: temperature 60 celsius, time 1 hour. Yields the product C(#N)C=CC=1C=C(C(=O)OC)C=CC1 (methyl 3-(2-cyanoethenyl)benzoate). As a reaction SMILES: [CH:1]([C:3]1[CH:4]=[C:5]([CH:10]=[CH:11][CH:12]=1)[C:6]([O:8][CH3:9])=[O:7])=O.C(=O)([O-])[O-].[K+].[K+].C(OP([CH2:27][C:28]#[N:29])(=O)OCC)C.O>O1CCCC1>[C:28]([CH:27]=[CH:1][C:3]1[CH:4]=[C:5]([CH:10]=[CH:11][CH:12]=1)[C:6]([O:8][CH3:9])=[O:7])#[N:29] |f:1.2.3|. Procedure: To a solution of methyl 3-formylbenzoate (2.00 g, 12.2 mmol) in tetrahydrofuran (20 mL) were added potassium carbonate (2.02 g, 14.6 mmol), diethyl(cyanomethyl)phosphonate (2.29 mL, 14.6 mmol) and water (0.4 mL), and the mixture was stirred at 60° C. for 1 hr. To the reaction mixture was added water (50 mL), and the mixture was extracted with ethyl acetate (50 mL, 20 mL). The combined organic layer was washed with saturated brine (10 mL), and dried over anhydrous sodium sulfate. The insoluble ma... Reactants: O=C1NCCCCC1Br, CO, Sc1ccc(Cl)cc1. Yields the product O=C1NCCCCC1Sc1ccc(Cl)cc1. As a reaction SMILES: [Br:9][CH:10]1[C:11](=[O:12])[NH:13][CH2:14][CH2:15][CH2:16][CH2:17]1.[CH3:18][OH:19].[Cl:1][c:2]1[cH:3][cH:4][c:5]([SH:8])[cH:6][cH:7]1>>[Cl:1][c:2]1[cH:3][cH:4][c:5]([S:8][CH:10]2[C:11](=[O:12])[NH:13][CH2:14][CH2:15][CH2:16][CH2:17]2)[cH:6][cH:7]1. Starting materials: N#CC1CC(F)CN1C(=O)CN(C(=O)OCc1ccccc1)C12CCC(C(=O)On3nnc4ccccc43)(CC1)CC2, NCc1cccnc1. The product is N#CC1CC(F)CN1C(=O)CN(C(=O)OCc1ccccc1)C12CCC(C(=O)NCc3cccnc3)(CC1)CC2. As a reaction SMILES: [CH2:1]([c:2]1[cH:3][cH:4][cH:5][cH:6][cH:7]1)[O:8][C:9](=[O:10])[N:11]([C:12]12[CH2:13][CH2:14][C:15]([C:20](=[O:21])[O:22][n:23]3[c:24]4[cH:25][cH:26][cH:27][cH:28][c:29]4[n:30][n:31]3)([CH2:16][CH2:17]1)[CH2:18][CH2:19]2)[CH2:32][C:33](=[O:34])[N:35]1[CH:36]([C:41]#[N:42])[CH2:37][CH:38]([F:40])[CH2:39]1.[n:43]1[cH:44][c:45]([CH2:49][NH2:50])[cH:46][cH:47][cH:48]1>>[CH2:1]([c:2]1[cH:3][cH:4][cH:5][cH:6][cH:7]1)[O:8][C:9](=[O:10])[N:11]([C:12]12[CH2:13][CH2:14][C:15]([C:20](=[O:21])[NH:50][CH2:49][c:45]3[cH:44][n:43][cH:48][cH:47][cH:46]3)([CH2:16][CH2:17]1)[CH2:18][CH2:19]2)[CH2:32][C:33](=[O:34])[N:35]1[CH:36]([C:41]#[N:42])[CH2:37][CH:38]([F:40])[CH2:39]1. Starting materials: C(C)(=O)OCC([C@H]1CC[C@H]2[C@@H]3CC[C@H]4C[C@@H]([C@H](C[C@]4(C)[C@H]3C(C[C@]12C)=O)N1CC(OCC1)(C)C)O)=O ((2β,3α,5α)-21-(acetyloxy)-3-hydroxy-2-(2,2-dimethyl-4-morpholinyl)pregnane-11,20-dione), CS(=O)(=O)O (methanesulfonic acid). The product is CS(=O)(=O)O.C(C)(=O)OCC([C@H]1CC[C@H]2[C@@H]3CC[C@H]4C[C@@H]([C@H](C[C@]4(C)[C@H]3C(C[C@]12C)=O)N1CC(OCC1)(C)C)O)=O ((2β,3α,5α)-21-(acetyloxy)-3-hydroxy-2-(2,2-dimethyl-4-morpholinyl)pregnane-11,20-dione methanesulfonate). Reaction SMILES: [C:1]([O:4][CH2:5][C:6](=[O:36])[C@@H:7]1[C@:24]2([CH3:25])[C@H:10]([C@H:11]3[C@H:21]([C:22](=[O:26])[CH2:23]2)[C@:19]2([CH3:20])[C@H:14]([CH2:15][C@H:16]([OH:35])[C@@H:17]([N:27]4[CH2:32][CH2:31][O:30][C:29]([CH3:34])([CH3:33])[CH2:28]4)[CH2:18]2)[CH2:13][CH2:12]3)[CH2:9][CH2:8]1)(=[O:3])[CH3:2].[CH3:37][S:38]([OH:41])(=[O:40])=[O:39]>>[CH3:37][S:38]([OH:41])(=[O:40])=[O:39].[C:1]([O:4][CH2:5][C:6](=[O:36])[C@@H:7]1[C@:24]2([CH3:25])[C@H:10]([C@H:11]3[C@H:21]([C:22](=[O:26])[CH2:23]2)[C@:19]2([CH3:20])[C@H:14]([CH2:15][C@H:16]([OH:35])[C@@H:17]([N:27]4[CH2:32][CH2:31][O:30][C:29]([CH3:34])([CH3:33])[CH2:28]4)[CH2:18]2)[CH2:13][CH2:12]3)[CH2:9][CH2:8]1)(=[O:3])[CH3:2] |f:2.3|. Procedure: With the 21-(acetyloxy) compound of Example 4 and methanesulfonic acid as starting materials, (2β,3α,5α)-21-(acetyloxy)-3-hydroxy-2-(2,2-dimethyl-4-morpholinyl)pregnane-11,20-dione methanesulfonate (1:1) salt was formed. [α]D +99.4° (c 0.81).